This data is from the Open Reaction Database (ORD), a public repository of structured organic reaction records. The task is: describe an organic reaction: reactants, conditions, products, and yield Reactants: O (water), [Cl-].[Al+3].[Cl-].[Cl-] (aluminum chloride), COC1C2C3=C(C(C1)C2)C=CC=C3OC (1,4-dimethoxybenzonorbornene), C(C)(=O)Cl (acetyl chloride). Run in C(Cl)Cl (methylene chloride). Product: C(C)(=O)C1C(C2C3=C(C1C2)C=CC=C3OC)OC (2-acetyl-1,4-dimethoxybenzonorbornene). Reaction SMILES: [Cl-].[Al+3].[Cl-].[Cl-].[CH3:5][O:6][CH:7]1[CH2:12][CH:11]2[CH2:13][CH:8]1[C:9]1[C:17]([O:18][CH3:19])=[CH:16][CH:15]=[CH:14][C:10]=12.[C:20](Cl)(=[O:22])[CH3:21].O>C(Cl)Cl>[C:20]([CH:12]1[CH:11]2[CH2:13][CH:8]([C:9]3[C:17]([O:18][CH3:19])=[CH:16][CH:15]=[CH:14][C:10]=32)[CH:7]1[O:6][CH3:5])(=[O:22])[CH3:21] |f:0.1.2.3|. Procedure details: 23.5 g of aluminum chloride are added in small portions to a mixture of 30 g of 1,4-dimethoxybenzonorbornene and 13.8 g of acetyl chloride in 300 cm3 of methylene chloride. At this stage, a check is made that all the starting material has been converted. The reaction mixture is poured into 300 cm3 of water. The organic phase is washed with sodium bicarbonate, then with water, and dried over magnesium sulphate. Starting materials: COC1=C(C=CC=C1)CC(=O)O (2-methoxyphenylacetic acid), CN (methylamine). Yields the product COC1=C(C=CC=C1)CCN ([2-(2-Methoxyphenyl)ethyl]amine). RXN SMILES: [CH3:1][O:2][C:3]1[CH:8]=[CH:7][CH:6]=[CH:5][C:4]=1[CH2:9][C:10](O)=O.C[NH2:14]>>[CH3:1][O:2][C:3]1[CH:8]=[CH:7][CH:6]=[CH:5][C:4]=1[CH2:9][CH2:10][NH2:14]. Reported procedure: Synthesized according to typical procedures C and D from 2-methoxyphenylacetic acid and methylamine. Starting materials: C=CCC(CC(=C)C)C(=O)OCC, ClCCl. Yields the product CCOC(=O)C1CC=C(C)C1. Reaction SMILES: [CH2:1]([CH3:2])[O:3][C:4]([CH:5]([CH2:6][C:7]([CH3:8])=[CH2:9])[CH2:10][CH:11]=[CH2:12])=[O:13].[Cl:14][CH2:15][Cl:16]>>[CH2:1]([CH3:2])[O:3][C:4]([CH:5]1[CH2:6][CH:7]=[C:11]([CH3:12])[CH2:10]1)=[O:13].